From a dataset of the Open Reaction Database (ORD), a public repository of structured organic reaction records. describe an organic reaction: reactants, conditions, products, and yield Starting materials: C1CCOC1, C[Si](C)(C)[N-][Si](C)(C)C, O=C(O)c1c(Cl)c(F)c(=O)n2c1CCC2, Nc1ccc(I)cc1F, [Li+]. Yields the product O=C(O)c1c(Nc2ccc(I)cc2F)c(F)c(=O)n2c1CCC2. As a reaction SMILES: [CH2:35]1[O:36][CH2:37][CH2:38][CH2:39]1.[CH3:26][Si:27]([N-:28][Si:29]([CH3:30])([CH3:31])[CH3:32])([CH3:33])[CH3:34].[Cl:1][c:2]1[c:3]([F:15])[c:4](=[O:14])[n:5]2[c:9]([c:10]1[C:11](=[O:12])[OH:13])[CH2:8][CH2:7][CH2:6]2.[F:16][c:17]1[c:18]([NH2:19])[cH:20][cH:21][c:22]([I:24])[cH:23]1.[Li+:25]>>[c:2]1([NH:19][c:18]2[c:17]([F:16])[cH:23][c:22]([I:24])[cH:21][cH:20]2)[c:3]([F:15])[c:4](=[O:14])[n:5]2[c:9]([c:10]1[C:11](=[O:12])[OH:13])[CH2:8][CH2:7][CH2:6]2. Reactants: resultant mixture, C(=O)(O)C1=CC=C(C=C1)NC(=S)N (4-carboxyphenylthiourea), CC(N=C=NC(C)C)C (DIC). Solvent: CN(C)C=O (DMF). Run at time 3 hour. The product is C1(=CC=CC=C1)NC(=S)N (Phenylthiourea). Reaction SMILES: C([C:4]1[CH:9]=[CH:8][C:7]([NH:10][C:11]([NH2:13])=[S:12])=[CH:6][CH:5]=1)(O)=O.CC(C)N=C=NC(C)C>CN(C=O)C>[C:7]1([NH:10][C:11]([NH2:13])=[S:12])[CH:8]=[CH:9][CH:4]=[CH:5][CH:6]=1. Reported procedure: 4-carboxyphenylthiourea (Lancaster, 13047) was dissolved to 0.2M in DMF. The resultant mixture was activated by adding a half equivalent of DIC for 15 min at room temperature. Aminopropylsilylated glass surfaces purified with compressed air (2.5×7.5 cm; Sigma, Silane-Prep™, S4651) were coated with the activated solution thus obtained and incubated for three hours at room temperature. The glass surfaces thus treated were then washed five times using respectively 30 mL of DMF for 3 minutes each at... Starting materials: C([O-])([O-])=O.[K+].[K+] (potassium carbonate), N1=CC=CC2=CC=CC(=C12)O (quinolin-8-ol), C(CC)C=1C=NC(=NC1)N1CCC(CC1)OC1=CC(NC=C1)=O (4-(1-(5-propylpyrimidin-2-yl)piperidin-4-yloxy)pyridin-2(1H)-one), BrC1=CC=C(C#N)C=C1 (4-bromobenzonitrile), C([O-])([O-])=O.[Cs+].[Cs+] (cesium carbonate), CS(=O)(=O)OC1CCN(CC1)C(=O)OC(C)C (isopropyl 4-(methylsulfonyloxy)piperidine-1-carboxylate), FC1=C(C=C(C=C1)S(=O)(=O)C)C (1-fluoro-2-methyl-4-(methylsulfonyl)benzene). Reagents/catalysts: [Cu]I (copper(I) iodide). Product: CC1=C(C=CC(=C1)S(=O)(=O)C)N1C(C=C(C=C1)OC1CCN(CC1)C1=NC=C(C=N1)CCC)=O (1-(2-methyl-4-(methylsulfonyl)phenyl)-4-(1-(5-propylpyrimidin-2-yl)piperidin-4-yloxy)pyridin-2(1H)-one). Reaction SMILES: [CH2:1]([C:4]1[CH:5]=[N:6][C:7]([N:10]2[CH2:15][CH2:14][CH:13]([O:16][C:17]3[CH:22]=[CH:21][NH:20][C:19](=[O:23])[CH:18]=3)[CH2:12][CH2:11]2)=[N:8][CH:9]=1)[CH2:2][CH3:3].CS(OC1CCN(C(OC(C)C)=O)CC1)(=O)=O.F[C:42]1[CH:47]=[CH:46][C:45]([S:48]([CH3:51])(=[O:50])=[O:49])=[CH:44][C:43]=1[CH3:52].BrC1C=CC(C#N)=CC=1.C(=O)([O-])[O-].[K+].[K+].N1C2C(=CC=CC=2O)C=CC=1.C(=O)([O-])[O-].[Cs+].[Cs+]>[Cu]I>[CH3:52][C:43]1[CH:44]=[C:45]([S:48]([CH3:51])(=[O:50])=[O:49])[CH:46]=[CH:47][C:42]=1[N:20]1[CH:21]=[CH:22][C:17]([O:16][CH:13]2[CH2:14][CH2:15][N:10]([C:7]3[N:8]=[CH:9][C:4]([CH2:1][CH2:2][CH3:3])=[CH:5][N:6]=3)[CH2:11][CH2:12]2)=[CH:18][C:19]1=[O:23] |f:4.5.6,8.9.10|. Procedure: Example 178 was prepared according to the procedures described in Example 162 substituting 4-(1-(5-propylpyrimidin-2-yl)piperidin-4-yloxy)pyridin-2(1H)-one for isopropyl 4-(methylsulfonyloxy)piperidine-1-carboxylate and 1-fluoro-2-methyl-4-(methylsulfonyl)benzene for 4-bromobenzonitrile in Step C except that the reaction was heated at 160° C. for 20 min. with copper(I) iodide, potassium carbonate and quinolin-8-ol in a Microwave as described in Step A of Example 1 instead of reflux at 120° C. in... Reactants: N1=C(C=CC=C1)CN(CC1=NC=CC=C1)CC1=CC=CC2=C1N=C(O2)C2=C(C=CC(=C2)OC)OCOC (4-bis(2-pyridylmethyl)aminomethyl-2-(5-methoxy-2-methoxymethoxyphenyl)benzoxazole), BrCC1=CC=CC2=C1N=C(O2)C2=C(C=CC(=C2)OC)OC (4-bromomethyl-2-(2,5-dimethoxyphenyl)benzoxazole). The product is N1=C(C=CC=C1)CN(CC1=NC=CC=C1)CC1=CC=CC2=C1N=C(O2)C2=C(C=CC(=C2)OC)OC (4-bis(2-pyridylmethyl)aminomethyl-2-(2,5-dimethoxyphenyl)benzoxazole). As a reaction SMILES: [N:1]1[CH:6]=[CH:5][CH:4]=[CH:3][C:2]=1[CH2:7][N:8]([CH2:16][C:17]1[C:22]2[N:23]=[C:24]([C:26]3[CH:31]=[C:30]([O:32][CH3:33])[CH:29]=[CH:28][C:27]=3[O:34][CH2:35]OC)[O:25][C:21]=2[CH:20]=[CH:19][CH:18]=1)[CH2:9][C:10]1[CH:15]=[CH:14][CH:13]=[CH:12][N:11]=1.BrCC1C2N=C(C3C=C(OC)C=CC=3OC)OC=2C=CC=1>>[N:1]1[CH:6]=[CH:5][CH:4]=[CH:3][C:2]=1[CH2:7][N:8]([CH2:16][C:17]1[C:22]2[N:23]=[C:24]([C:26]3[CH:31]=[C:30]([O:32][CH3:33])[CH:29]=[CH:28][C:27]=3[O:34][CH3:35])[O:25][C:21]=2[CH:20]=[CH:19][CH:18]=1)[CH2:9][C:10]1[CH:15]=[CH:14][CH:13]=[CH:12][N:11]=1. Procedure: 4-bis(2-pyridylmethyl)aminomethyl-2-(2,5-dimethoxyphenyl)benzoxazole (F22) was prepared in a similar manner for the preparation of 4-bis(2-pyridylmethyl)aminomethyl-2-(5-methoxy-2-methoxymethoxyphenyl)benzoxazole (F18) using 4-bromomethyl-2-(2,5-dimethoxyphenyl)benzoxazole (F14) (522 mg, 1.5 mmol) instead of 4-bromomethyl-2-(5-methoxy-2-methoxymethoxyphenyl)benzoxazole (F12) in 91% (640 mg); 1H-NMR (400 MHz, CDCl3) δ3.88 (s, 4H), 3.95 (s, 6H), 4.23 (s, 2H), 7.01-7.07 (m, 2H), 7.13 (dd, 2H, J=8.0... Starting materials: FC(C=1C=C(C=C(C1)C(F)(F)F)CCC(C(CC1=CNC2=CC=CC=C12)NC(=O)OC(C)(C)C)=O)(F)F (5-(3,5-Bistrifluoromethylphenyl)-2-t-butyloxycarbonylamino-1-(3-indolyl)-3-pentanone), Cl (HCl). Yields the product Cl.NC(CC1=CNC2=CC=CC=C12)C(CCC1=CC(=CC(=C1)C(F)(F)F)C(F)(F)F)=O (2-Amino-5-(3,5-bistrifluoromethylphenyl)-1-(3-indolyl)-3-pentanone Hydrochloride). RXN SMILES: [F:1][C:2]([F:37])([F:36])[C:3]1[CH:4]=[C:5]([CH2:13][CH2:14][C:15](=[O:35])[CH:16]([NH:27]C(OC(C)(C)C)=O)[CH2:17][C:18]2[C:26]3[C:21](=[CH:22][CH:23]=[CH:24][CH:25]=3)[NH:20][CH:19]=2)[CH:6]=[C:7]([C:9]([F:12])([F:11])[F:10])[CH:8]=1.[ClH:38]>>[ClH:38].[NH2:27][CH:16]([C:15](=[O:35])[CH2:14][CH2:13][C:5]1[CH:6]=[C:7]([C:9]([F:10])([F:12])[F:11])[CH:8]=[C:3]([C:2]([F:1])([F:36])[F:37])[CH:4]=1)[CH2:17][C:18]1[C:26]2[C:21](=[CH:22][CH:23]=[CH:24][CH:25]=2)[NH:20][CH:19]=1 |f:2.3|. Procedure: The compound of Example 10 was treated in a similar manner to Example 9(d) to yield a white solid, mp=84°-86° C.; found: C, 54.40; H, 4.25; N, 6.10; C21H18F6N2O. HCl requires C, 54.26; H, 4.12; N, 6.03% Starting materials: BrC=1C(=CC2=C(C=3N(CCO2)C(=C(N3)C(=O)N)I)C1)F (10-Bromo-9-fluoro-3-iodo-5,6-dihydroimidazo[1,2-d][1,4]benzoxazepine-2-carboxamide), C(=O)(OC(C)(C)C)N1N=CC(=C1)B1OC(C)(C)C(C)(C)O1 (1-Boc-4-pyrazoleboronic acid pinacol ester). The product is BrC=1C(=CC2=C(C=3N(CCO2)C(=C(N3)C(=O)N)C=3C=NNC3)C1)F (10-bromo-9-fluoro-3-(1H-pyrazol-4-yl)-5,6-dihydroimidazo[1,2-d][1,4]benzoxazepine-2-carboxamide). RXN SMILES: [Br:1][C:2]1[C:3]([F:20])=[CH:4][C:5]2[O:11][CH2:10][CH2:9][N:8]3[C:12](I)=[C:13]([C:15]([NH2:17])=[O:16])[N:14]=[C:7]3[C:6]=2[CH:19]=1.C([N:28]1[CH:32]=[C:31](B2OC(C)(C)C(C)(C)O2)[CH:30]=[N:29]1)(OC(C)(C)C)=O>>[Br:1][C:2]1[C:3]([F:20])=[CH:4][C:5]2[O:11][CH2:10][CH2:9][N:8]3[C:12]([C:31]4[CH:32]=[N:28][NH:29][CH:30]=4)=[C:13]([C:15]([NH2:17])=[O:16])[N:14]=[C:7]3[C:6]=2[CH:19]=1. Procedure: 10-Bromo-9-fluoro-3-iodo-5,6-dihydroimidazo[1,2-d][1,4]benzoxazepine-2-carboxamide (0.14 g) was reacted with 1-Boc-4-pyrazoleboronic acid pinacol ester similar to as described in Example 4 and triturated from water followed by methanol to give 100 mg of 10-bromo-9-fluoro-3-(1H-pyrazol-4-yl)-5,6-dihydroimidazo[1,2-d][1,4]benzoxazepine-2-carboxamide. This intermediate was reacted with 2-Methyl-3-butyne-ol via similar to as described in Procedure E to afford 47.5 mg of 9-fluoro-10-(3-hydroxy-3-meth...